Dataset: the Open Reaction Database (ORD), a public repository of structured organic reaction records. Task: describe an organic reaction: reactants, conditions, products, and yield Starting materials: C(=O)(O)C=NC=1C(C(=O)O)=CC=C(C1)Cl (N-carboxymethylene-4-chloro-anthranilic acid), S(O)(O)(=O)=O (sulfuric acid), C(C)(C)O (isopropanol). Product: C(=O)(OC(C)C)C=NC=1C(C(=O)O)=CC=C(C1)Cl (N-carboisopropoxymethylene-4-chloro-anthranilic acid). The yield is 78.0%. Reaction SMILES: [C:1]([CH:4]=[N:5][C:6]1[C:7](=[CH:11][CH:12]=[C:13]([Cl:15])[CH:14]=1)[C:8]([OH:10])=[O:9])([OH:3])=[O:2].S(=O)(=O)(O)O.[CH:21](O)([CH3:23])[CH3:22]>>[C:1]([CH:4]=[N:5][C:6]1[C:7](=[CH:11][CH:12]=[C:13]([Cl:15])[CH:14]=1)[C:8]([OH:10])=[O:9])([O:3][CH:21]([CH3:23])[CH3:22])=[O:2]. Procedure: 5 g (21.8 mmol) of N-carboxymethylene-4-chloro-anthranilic acid are suspended in 50 ml of isopropanol, and 222 mg (2.3 mmol) of sulfuric acid are added. The mixture is heated under reflux for 8.25 hours. It is then cooled to room temperature and the product which has precipitated out is washed with petroleum ether and dried. 4.6 g (16.9 mmol; 78%) of N-carboisopropoxymethylene-4-chloro-anthranilic acid are obtained. Reactants: Cc1ccc(I)cc1, CC(C)C(=O)Nc1cccc(C2CCN(Cc3ccc4[nH]ccc4c3)CC2)c1. The product is Cc1ccc(-n2ccc3cc(CN4CCC(c5cccc(NC(=O)C(C)C)c5)CC4)ccc32)cc1. As a reaction SMILES: [I:1][c:2]1[cH:3][cH:4][c:5]([CH3:8])[cH:6][cH:7]1.[nH:9]1[cH:10][cH:11][c:12]2[cH:13][c:14]([CH2:18][N:19]3[CH2:20][CH2:21][CH:22]([c:25]4[cH:26][c:27]([NH:31][C:32]([CH:33]([CH3:34])[CH3:35])=[O:36])[cH:28][cH:29][cH:30]4)[CH2:23][CH2:24]3)[cH:15][cH:16][c:17]12>>[c:2]1(-[n:9]2[cH:10][cH:11][c:12]3[cH:13][c:14]([CH2:18][N:19]4[CH2:20][CH2:21][CH:22]([c:25]5[cH:26][c:27]([NH:31][C:32]([CH:33]([CH3:34])[CH3:35])=[O:36])[cH:28][cH:29][cH:30]5)[CH2:23][CH2:24]4)[cH:15][cH:16][c:17]23)[cH:3][cH:4][c:5]([CH3:8])[cH:6][cH:7]1. Starting materials: COC=1C=C2C=CC(=CC2=CC1)CC(=O)O ((6-methoxy-2-naphthyl)acetic acid), C(C(=O)Cl)(=O)Cl (oxalyl chloride). Solvent: tetrahydrofuran anhydride. Run at time 15 hour. The product is COC=1C=C2C=CC(=CC2=CC1)CC(=O)Cl (2-(6-methoxy-2-naphthyl)-acetyl chloride). RXN SMILES: [CH3:1][O:2][C:3]1[CH:4]=[C:5]2[C:10](=[CH:11][CH:12]=1)[CH:9]=[C:8]([CH2:13][C:14]([OH:16])=O)[CH:7]=[CH:6]2.C(Cl)(=O)C([Cl:20])=O>>[CH3:1][O:2][C:3]1[CH:4]=[C:5]2[C:10](=[CH:11][CH:12]=1)[CH:9]=[C:8]([CH2:13][C:14]([Cl:20])=[O:16])[CH:7]=[CH:6]2. Procedure: To a solution dissolved 21.3 g (0.1 mol) of (6-methoxy-2-naphthyl)acetic acid in tetrahydrofuran anhydride (200 ml) was slowly added 19.0 g (0.15 mol) of oxalyl chloride and 1 ml of dimethylformamic at 0° C. After stirring at the room temperature for 15 hours, solvent and an excess of oxalyl chloride were removed to nearly quantitatively yield (6-methoxy-2-naphthyl)-acetyl chloride as product. The reactants are C[C@H](CCOS(=O)(=O)C)CCC=C(C)C (methanesulfonic acid (S)-3,7-dimethyl-oct-6-enyl ester), [H-].[Al+3].[Li+].[H-].[H-].[H-] (lithium aluminum hydride), [H-].[Al+3].[Li+].[H-].[H-].[H-] (lithium aluminum hydride), [H-].[Al+3].[Li+].[H-].[H-].[H-] (lithium aluminum hydride). Run in C1CCOC1 (THF). Run at time 7 hour. Product: CC(C)=CCC[C@@H](CC)C ((R)-2,6-Dimethyl-oct-2-ene). RXN SMILES: [CH3:1][C@@H:2]([CH2:10][CH2:11][CH:12]=[C:13]([CH3:15])[CH3:14])[CH2:3][CH2:4]OS(C)(=O)=O.[H-].[Al+3].[Li+].[H-].[H-].[H-]>C1COCC1>[CH3:14][C:13](=[CH:12][CH2:11][CH2:10][C@H:2]([CH3:1])[CH2:3][CH3:4])[CH3:15] |f:1.2.3.4.5.6|. Procedure details: To methanesulfonic acid (S)-3,7-dimethyl-oct-6-enyl ester (60 g, 0.256 mol) in THF (1 L) at 0° C. was added lithium aluminum hydride (3.8 g, 0.128 mol). After 7 hours, a further 3.8 g of lithium aluminum hydride was added and the solution warmed to room temperature. After 18 hours, a further 3.8 g of lithium aluminum hydride was added. After a further 21 hours, the reaction was carefully quenched with 1N citric acid and the solution diluted further with brine. The resultant two phases were separ...